This data is from the Open Reaction Database (ORD), a public repository of structured organic reaction records. The task is: describe an organic reaction: reactants, conditions, products, and yield The reactants are C(C)OC(CCC(C#N)C1=CC(=C(C=C1)OC)OC)OCC (2-(3,3-diethoxypropyl)-2-(3,4-dimethoxyphenyl)acetonitrile), [H-].[Na+] (NaH), ice water, ClC(C)C (2-chloropropane), IC(C)C (2-iodopropane). Solvent: CN(C)C=O (DMF). Reaction conditions: temperature 40 celsius, time 10 minute. The product is C(C)OC(CCC(C#N)(C1=CC(=C(C=C1)OC)OC)C(C)C)OCC (2-(3,3-diethoxypropyl)-2-(prop-2-yl)-2-(3,4-dimethoxyphenyl)acetonitrile). Reaction SMILES: [CH2:1]([O:3][CH:4]([O:20][CH2:21][CH3:22])[CH2:5][CH2:6][CH:7]([C:10]1[CH:15]=[CH:14][C:13]([O:16][CH3:17])=[C:12]([O:18][CH3:19])[CH:11]=1)[C:8]#[N:9])[CH3:2].Cl[CH:24]([CH3:26])[CH3:25].IC(C)C.[H-].[Na+]>CN(C=O)C>[CH2:1]([O:3][CH:4]([O:20][CH2:21][CH3:22])[CH2:5][CH2:6][C:7]([CH:24]([CH3:26])[CH3:25])([C:10]1[CH:15]=[CH:14][C:13]([O:16][CH3:17])=[C:12]([O:18][CH3:19])[CH:11]=1)[C:8]#[N:9])[CH3:2] |f:3.4|. Procedure details: The resulting acetal derivative of formula 5 is then alkylated with about 1 eq of an alkylhalide using a strong metallic base and a catalytic amount of an iodide source, e.g., 2-iodopropane or NaI, in a polar aprotic solvent at about 10°-40° C. for 2-18 hours, followed by treatment with sufficient ice water to decompose excess base, to yield a dialkylated derivative of formula 6. For example, 2-(3,3-diethoxypropyl)-2-(3,4-dimethoxyphenyl)acetonitrile (5) in DMF is treated with a slight molar exc... Reactants: FC1=CC=C(C=C1)CC#N (4-Fluorophenylacetonitrile), BrC1CCCC1 (bromocyclopentane), [OH-].[Na+] (sodium hydroxide), [OH-].[Na+] (sodium hydroxide). Reagents/catalysts: [Br-].C(CCC)[N+](CCCC)(CCCC)CCCC (tetrabutylammonium bromide). Run at temperature 100 celsius. Product: FC1=CC=C(C=C1)C(C#N)C1CCCC1 (α-(4-Fluorophenyl) cyclopentaneacetonitrile). As a reaction SMILES: [F:1][C:2]1[CH:7]=[CH:6][C:5]([CH2:8][C:9]#[N:10])=[CH:4][CH:3]=1.[OH-].[Na+].Br[CH:14]1[CH2:18][CH2:17][CH2:16][CH2:15]1>[Br-].C([N+](CCCC)(CCCC)CCCC)CCC>[F:1][C:2]1[CH:7]=[CH:6][C:5]([CH:8]([CH:14]2[CH2:18][CH2:17][CH2:16][CH2:15]2)[C:9]#[N:10])=[CH:4][CH:3]=1 |f:1.2,4.5|. Reported procedure: 4-Fluorophenylacetonitrile (10 g, 74 mmol) was combined with tetrabutylammonium bromide (2.76 g), 50% sodium hydroxide (38 g), and sodium hydroxide pellets (8.5 g, 213 mmol). The flask was warmed to 50° C. (internal) and bromocyclopentane (8.57 mL, 80 mmol) was added over a 5 minute period. The temperature was raised to 100° C. and maintained for 30 minutes. Workup consisted of pouring the reaction mixture onto ice (100 mL) and extracting with ether (100 mL, then 2×50 mL). The combined ethereal ... The reactants are C[N+]1([O-])CCOCC1, Cn1cc(CO)c(C(F)(F)F)n1. Product: Cn1cc(C=O)c(C(F)(F)F)n1. Reaction SMILES: [CH3:13][N+:14]1([O-:15])[CH2:16][CH2:17][O:18][CH2:19][CH2:20]1.[CH3:1][n:2]1[n:3][c:4]([C:9]([F:10])([F:11])[F:12])[c:5]([CH2:7][OH:8])[cH:6]1>>[CH3:1][n:2]1[n:3][c:4]([C:9]([F:10])([F:11])[F:12])[c:5]([CH:7]=[O:8])[cH:6]1. Reactants: C(C1=CC=CC=C1)OC(=O)N1CC(N(CC1)N(C1CCN(CC1)C(=O)OC(C)(C)C)C)=O (4-benzyloxycarbonyl-1-{methyl[1-(tert-butoxycarbonyl)-4-piperidinyl]amino}-2-piperazinone). The solvent is FC(C(=O)O)(F)F (trifluoroacetic acid). Yields the product C(C1=CC=CC=C1)OC(=O)N1CC(N(CC1)N(C1CCN(CC1)C1=CC=NC=C1)C)=O (4-Benzyloxycarbonyl-1-{methyl[1-(4-pyridyl)-4-piperidinyl]amino}-2-piperazinone). The yield is 55.4%. RXN SMILES: [CH2:1]([O:8][C:9]([N:11]1[CH2:16][CH2:15][N:14]([N:17]([CH3:31])[CH:18]2[CH2:23][CH2:22][N:21]([C:24](OC(C)(C)C)=O)[CH2:20][CH2:19]2)[C:13](=[O:32])[CH2:12]1)=[O:10])[C:2]1[CH:7]=[CH:6][CH:5]=[CH:4][CH:3]=1>FC(F)(F)C(O)=O>[CH2:1]([O:8][C:9]([N:11]1[CH2:16][CH2:15][N:14]([N:17]([CH3:31])[CH:18]2[CH2:23][CH2:22][N:21]([C:24]3[CH:15]=[CH:16][N:11]=[CH:12][CH:13]=3)[CH2:20][CH2:19]2)[C:13](=[O:32])[CH2:12]1)=[O:10])[C:2]1[CH:3]=[CH:4][CH:5]=[CH:6][CH:7]=1. Procedure details: A solution of 4-benzyloxycarbonyl-1-{methyl[1-(tert-butoxycarbonyl)-4-piperidinyl]amino}-2-piperazinone (8.49 g) in trifluoroacetic acid (20 ml) was stirred at room temperature for 1 hour. The reaction mixture was concentrated under reduced pressure, and a mixture of the resultant residue, 4-chloropyridine hydrochloride (4.35 g) and triethylamine (11.54 g) in ethanol (180 ml) was reacted in a sealed tube at 150° C. for 18 hours. The reaction mixture was concentrated, and the residue was made alk... Starting materials: ClC1=C(C(=C(N)C(=C1)C)[N+](=O)[O-])C (4-chloro-3,6-dimethyl-2-nitroaniline), ClC1=CC(=C(N)C=C1C)C (4-chloro-2,5-dimethylaniline), ClC1=C(C2=C(NN=N2)C(=C1)C)C (5-chloro-4,7-dimethyl-1H-benzotriazole). The product is NC(C#N)(CN1N=C2C(=N1)C(=CC(=C2C)Cl)C)C (2-Amino-3-(5-chloro-4,7-dimethyl-2H-benzotriazol-2-yl)-2-methylpropionitrile), ClC1=C(C2=C(NN=N2)C(=C1)C)C (5-Chloro-4,7-dimethyl-1H-benzotriazole), ClC1=C(C(=C(N)C(=C1)C)[N+](=O)[O-])C (4-Chloro-3,6-dimethyl-2-nitroaniline). Yield: 85.0%. Reaction SMILES: [Cl:1][C:2]1[CH:10]=[C:9]([CH3:11])[C:5]2[NH:6][N:7]=[N:8][C:4]=2[C:3]=1[CH3:12].[Cl:13][C:14]1[CH:20]=[C:19]([CH3:21])[C:17]([NH2:18])=[C:16]([N+:22]([O-:24])=[O:23])[C:15]=1[CH3:25].Cl[C:27]1C(C)=CC(N)=C(C)C=1>>[NH2:18][C:17]([CH3:27])([CH2:19][N:7]1[N:6]=[C:5]2[C:9]([CH3:11])=[CH:10][C:2]([Cl:1])=[C:3]([CH3:12])[C:4]2=[N:8]1)[C:16]#[N:22].[Cl:1][C:2]1[CH:10]=[C:9]([CH3:11])[C:5]2[NH:6][N:7]=[N:8][C:4]=2[C:3]=1[CH3:12].[Cl:13][C:14]1[CH:20]=[C:19]([CH3:21])[C:17]([NH2:18])=[C:16]([N+:22]([O-:24])=[O:23])[C:15]=1[CH3:25]. Procedure details: 2-Amino-3-(5-chloro-4,7-dimethyl-2H-benzotriazol-2-yl)-2-methylpropionitrile [1.3 g, Rf=0.2 (1:1 EA/heptane)] was prepared using a procedure similar to that described in Example 1, part a and b, except starting from 5-chloro-4,7-dimethyl-1H-benzotriazole. 5-Chloro-4,7-dimethyl-1H-benzotriazole (4 g, 85%) was prepared using a procedure similar to that described in Example 11, part a, except starting from 4-chloro-3,6-dimethyl-2-nitroaniline. 4-Chloro-3,6-dimethyl-2-nitroaniline (6.1 g) was prepar... Reactants: C1=CC(=CC=C1S(=O)(=O)Cl)I (pipsyl chloride), Cl.CNC (dimethylamine hydrochloride). Product: IC1=CC=C(C=C1)S(=O)(=O)N(C)C (4-iodo-N,N-dimethylbenzenesulfonamide). As a reaction SMILES: [CH:1]1[C:6]([S:7](Cl)(=[O:9])=[O:8])=[CH:5][CH:4]=[C:3]([I:11])[CH:2]=1.Cl.[CH3:13][NH:14][CH3:15]>>[I:11][C:3]1[CH:4]=[CH:5][C:6]([S:7]([N:14]([CH3:15])[CH3:13])(=[O:9])=[O:8])=[CH:1][CH:2]=1 |f:1.2|. Procedure details: The title compound was prepared from pipsyl chloride and dimethylamine hydrochloride using a similar procedure to that used for Description 1.